This data is from the Open Reaction Database (ORD), a public repository of structured organic reaction records. The task is: describe an organic reaction: reactants, conditions, products, and yield Reactants: O=N[O-], COC(=O)c1cc(N)c(C)cc1C, [Na+], O, O=S(=O)(O)O. Product: COC(=O)c1cc(O)c(C)cc1C. Reaction SMILES: [N:19]([O-:20])=[O:21].[NH2:1][c:2]1[c:3]([CH3:13])[cH:4][c:5]([CH3:12])[c:6]([C:7](=[O:8])[O:9][CH3:10])[cH:11]1.[Na+:22].[OH2:23].[S:14]([OH:15])(=[O:16])(=[O:17])[OH:18]>>[c:2]1([OH:15])[c:3]([CH3:13])[cH:4][c:5]([CH3:12])[c:6]([C:7](=[O:8])[O:9][CH3:10])[cH:11]1. Reactants: C[Mg]Br (methyl magnesium bromide), [NH4+].[Cl-] (NH4Cl), C(C)(=O)NC1C(C=2C=3C(=CN(C3C=CC2)S(=O)(=O)C2=C(C=C(C=C2C(C)C)C(C)C)C(C)C)C1)=O (4-acetylamino-3,4-dihydro-1-(2,4,6-triisopropylphenylsulfonyl)-benz[cd]indol-5-one), ice. Solvent: C1CCOC1 (THF), C1CCOC1 (THF). Reaction conditions: time 4 hour. Yields the product C(C)(=O)NC1C(C=2C=3C(=CN(C3C=CC2)S(=O)(=O)C2=C(C=C(C=C2C(C)C)C(C)C)C(C)C)C1)(C)O (4-Acetylamino-3,4-dihydro-5-hydroxy-5-methyl-1-(2,4,6- triisopropylphenylsulfonyl)-5H-benz[cd]indole). Isolated yield 36.0%. Reaction SMILES: [C:1]([NH:4][CH:5]1[CH2:34][C:9]2=[CH:10][N:11]([S:16]([C:19]3[C:24]([CH:25]([CH3:27])[CH3:26])=[CH:23][C:22]([CH:28]([CH3:30])[CH3:29])=[CH:21][C:20]=3[CH:31]([CH3:33])[CH3:32])(=[O:18])=[O:17])[C:12]3[CH:13]=[CH:14][CH:15]=[C:7]([C:8]=32)[C:6]1=[O:35])(=[O:3])[CH3:2].[CH3:36][Mg]Br.[NH4+].[Cl-]>C1COCC1>[C:1]([NH:4][CH:5]1[CH2:34][C:9]2=[CH:10][N:11]([S:16]([C:19]3[C:20]([CH:31]([CH3:33])[CH3:32])=[CH:21][C:22]([CH:28]([CH3:29])[CH3:30])=[CH:23][C:24]=3[CH:25]([CH3:26])[CH3:27])(=[O:18])=[O:17])[C:12]3[CH:13]=[CH:14][CH:15]=[C:7]([C:8]=32)[C:6]1([OH:35])[CH3:36])(=[O:3])[CH3:2] |f:2.3|. Reported procedure: To a solution of 4-acetylamino-3,4-dihydro-1-(2,4,6-triisopropylphenylsulfonyl)-benz[cd]indol-5-one (3.57 g, 7.0 mmol) in THF (70 ml) was added, at 40° C. in argon streams, a solution of 1M methyl magnesium bromide in THF (8 equivalents relative to ketone compound). The mixture was warmed to room temperature, and stirred for 4 hours. The reaction mixture was added to an ice-cooled saturated aqueous solution of NH4Cl and the mixture was subjected to extraction with ethyl acetate. The extract was ... Reactants: Example 1 ( a ), C(Cl)(Cl)Cl.CO (chloroform methanol), CC1=NNC(C2=CC(=C(C=C12)OC)OC)=O (4-methyl-6,7-dimethoxy-1(2H)-phthalazinone), BrCCCCl (1-bromo-3-chloro-propane). Run in CN(C=O)C (dimethylformamide). Product: CC1=NN(C(C2=CC(=C(C=C12)OC)OC)=O)CCCCl (1-[4-Methyl-6,7-dimethoxy-1(2H)-phthalazinone-2-yl]-3-chloropropane). RXN SMILES: [CH3:1][C:2]1[C:11]2[C:6](=[CH:7][C:8]([O:14][CH3:15])=[C:9]([O:12][CH3:13])[CH:10]=2)[C:5](=[O:16])[NH:4][N:3]=1.Br[CH2:18][CH2:19][CH2:20][Cl:21].C(Cl)(Cl)Cl.CO>CN(C)C=O>[CH3:1][C:2]1[C:11]2[C:6](=[CH:7][C:8]([O:14][CH3:15])=[C:9]([O:12][CH3:13])[CH:10]=2)[C:5](=[O:16])[N:4]([CH2:18][CH2:19][CH2:20][Cl:21])[N:3]=1 |f:2.3|. Reported procedure: 1-[4-Methyl-6,7-dimethoxy-1(2H)-phthalazinone-2-yl]-3-chloropropane was prepared analogous to Example 1 (a) by reaction of 4-methyl-6,7-dimethoxy-1(2H)-phthalazinone with 1-bromo-3-chloro-propane in dimethylformamide. Rf -value (chloroform/methanol = 9/1) : 0.9. The reactants are C(C)(C)(C)OC(=O)NC=1SC(=C(N1)C)C(=O)N1CCN(CC1)C=1C=C2CCC(NC2=CC1)=O (6-[4-(2-tert-Butoxycarbonylamino-4-methylthiazole-5-carbonyl)-1-piperazinyl]-3,4-dihydro-2(1H)-quinolinone). Solvent: C(=O)O (formic acid). Run at time 4 hour. Yields the product NC=1SC(=C(N1)C)C(=O)N1CCN(CC1)C=1C=C2CCC(NC2=CC1)=O (6-[4-(2-amino-4-methylthiazole-5-carbonyl)-1-piperazinyl]-3,4-dihydro-2(1H)-quinolinone). Yield: 95.2%. As a reaction SMILES: C(OC([NH:8][C:9]1[S:10][C:11]([C:15]([N:17]2[CH2:22][CH2:21][N:20]([C:23]3[CH:24]=[C:25]4[C:30](=[CH:31][CH:32]=3)[NH:29][C:28](=[O:33])[CH2:27][CH2:26]4)[CH2:19][CH2:18]2)=[O:16])=[C:12]([CH3:14])[N:13]=1)=O)(C)(C)C>C(O)=O>[NH2:8][C:9]1[S:10][C:11]([C:15]([N:17]2[CH2:18][CH2:19][N:20]([C:23]3[CH:24]=[C:25]4[C:30](=[CH:31][CH:32]=3)[NH:29][C:28](=[O:33])[CH2:27][CH2:26]4)[CH2:21][CH2:22]2)=[O:16])=[C:12]([CH3:14])[N:13]=1. Procedure: 6-[4-(2-tert-Butoxycarbonylamino-4-methylthiazole-5-carbonyl)-1-piperazinyl]-3,4-dihydro-2(1H)-quinolinone (1.2 g) was dissolved in formic acid (25 ml) and the solution was stirred for 4 hours at ambient temperature. After the solvent was removed, ethyl acetate (10 ml) and water (10 ml) was added to the residue and the mixture was adjusted to pH 4.5 with 10% aqueous solution of potassium carbonate. The resulting precipitate was collected and recrystallized from methanol-water to give 6-[4-(2-ami... The reactants are NC1=CC=CC=C1 (aniline), C(C)(C)(C)ON=O (t-butylnitrite), C(C)(C)(C)ON=O (t-butylnitrite), C(C=C)Br (allyl bromide), COC1=C(C=C(N)C=C1)[N+](=O)[O-] (4-methoxy-3-nitroaniline). The solvent is CC#N (CH3CN). Conditions: temperature 37.5 celsius, time 1 hour. The product is C(C=C)C1=CC(=C(C=C1)OC)[N+](=O)[O-] (allyl-4-methoxy-3-nitrobenzene). The yield is 39.7%. Reaction SMILES: [C:1](ON=O)(C)([CH3:3])[CH3:2].C(Br)C=C.[CH3:12][O:13][C:14]1[CH:20]=[CH:19][C:17](N)=[CH:16][C:15]=1[N+:21]([O-:23])=[O:22].NC1C=CC=CC=1>CC#N>[CH2:3]([C:17]1[CH:19]=[CH:20][C:14]([O:13][CH3:12])=[C:15]([N+:21]([O-:23])=[O:22])[CH:16]=1)[CH:1]=[CH2:2]. Procedure: To a solution of t-butylnitrite (535 μl, 4.5 mmol) and allyl bromide (3.9 ml, 45.0 mmol) in CH3CN (3 ml), 4-methoxy-3-nitroaniline (504 mg, 3.0 mmol) was added during 20 minutes, while maintaining the temperature of the reaction mixture at 35-40° C. At the end of the addition of the aniline, extra t-butylnitrite (180 μl, 1.5 mmol) was added to the reaction mixture which then was stirred at 40° C. for one hour. The volatile material in the reaction mixture was removed at reduced pressure. The cru... Reactants: C(C)OC(=O)C1(CC1)C1=CC=C(C=C1)C1=CC=C(C=C1)C1=C(C(=NO1)C)NC1=NC(=CC=C1)Br (1-{4′-[4-(6-bromo-pyridin-2-ylamino)-3-methyl-isoxazol-5-yl]-biphenyl-4-yl}-cyclopropanecarboxylic acid ethyl ester), FC=1C(=C(C=CC1)B(O)O)C (3-fluoro-2-methyl-phenylboronic acid). Reagents/catalysts: C=1C=CC(=CC1)[P](C=2C=CC=CC2)(C=3C=CC=CC3)[Pd]([P](C=4C=CC=CC4)(C=5C=CC=CC5)C=6C=CC=CC6)([P](C=7C=CC=CC7)(C=8C=CC=CC8)C=9C=CC=CC9)[P](C=1C=CC=CC1)(C=1C=CC=CC1)C=1C=CC=CC1 (tetrakis(triphenylphosphine)palladium(0)), Cl[Pd]Cl.C1(=CC=CC=C1)P([C-]1C=CC=C1)C1=CC=CC=C1.[C-]1(C=CC=C1)P(C1=CC=CC=C1)C1=CC=CC=C1.[Fe+2] ((1,1′-bis(diphenylphosphino)ferrocene)-dichloropalladium(II)). Yields the product C(C)OC(=O)C1(CC1)C1=CC=C(C=C1)C1=CC=C(C=C1)C1=C(C(=NO1)C)NC1=NC(=CC=C1)C1=C(C(=CC=C1)F)C (1-(4′-{4-[6-(3-Fluoro-2-methyl-phenyl)-pyridin-2-ylamino]-3-methyl-isoxazol-5-yl}-biphenyl-4-yl)-cyclopropanecarboxylic acid ethyl ester). As a reaction SMILES: [CH2:1]([O:3][C:4]([C:6]1([C:9]2[CH:14]=[CH:13][C:12]([C:15]3[CH:20]=[CH:19][C:18]([C:21]4[O:25][N:24]=[C:23]([CH3:26])[C:22]=4[NH:27][C:28]4[CH:33]=[CH:32][CH:31]=[C:30](Br)[N:29]=4)=[CH:17][CH:16]=3)=[CH:11][CH:10]=2)[CH2:8][CH2:7]1)=[O:5])[CH3:2].[F:35][C:36]1[C:37]([CH3:45])=[C:38](B(O)O)[CH:39]=[CH:40][CH:41]=1>Cl[Pd]Cl.C1(P(C2C=CC=CC=2)[C-]2C=CC=C2)C=CC=CC=1.[C-]1(P(C2C=CC=CC=2)C2C=CC=CC=2)C=CC=C1.[Fe+2].C1C=CC([P]([Pd]([P](C2C=CC=CC=2)(C2C=CC=CC=2)C2C=CC=CC=2)([P](C2C=CC=CC=2)(C2C=CC=CC=2)C2C=CC=CC=2)[P](C2C=CC=CC=2)(C2C=CC=CC=2)C2C=CC=CC=2)(C2C=CC=CC=2)C2C=CC=CC=2)=CC=1>[CH2:1]([O:3][C:4]([C:6]1([C:9]2[CH:14]=[CH:13][C:12]([C:15]3[CH:20]=[CH:19][C:18]([C:21]4[O:25][N:24]=[C:23]([CH3:26])[C:22]=4[NH:27][C:28]4[CH:33]=[CH:32][CH:31]=[C:30]([C:38]5[CH:39]=[CH:40][CH:41]=[C:36]([F:35])[C:37]=5[CH3:45])[N:29]=4)=[CH:17][CH:16]=3)=[CH:11][CH:10]=2)[CH2:8][CH2:7]1)=[O:5])[CH3:2] |f:2.3.4.5,^1:89,91,110,129|. Procedure details: Prepared according to the procedure described in Example 1, Step 10, using 1-{4′-[4-(6-bromo-pyridin-2-ylamino)-3-methyl-isoxazol-5-yl]-biphenyl-4-yl}-cyclopropanecarboxylic acid ethyl ester and 3-fluoro-2-methyl-phenylboronic acid. Additionally, (1,1′-bis(diphenylphosphino)ferrocene)-dichloropalladium(II) was used as the catalyst in place of tetrakis(triphenylphosphine)palladium(0). Starting materials: CCOc1cc2cccnc2c(N)n1, O=C1CCC(=O)N1Cl, ClCCl. The product is CCOc1nc(N)c2ncccc2c1Cl. As a reaction SMILES: [CH2:1]([CH3:2])[O:3][c:4]1[cH:5][c:6]2[cH:7][cH:8][cH:9][n:10][c:11]2[c:12]([NH2:14])[n:13]1.[Cl:15][N:16]1[C:17](=[O:18])[CH2:19][CH2:20][C:21]1=[O:22].[Cl:23][CH2:24][Cl:25]>>[CH2:1]([CH3:2])[O:3][c:4]1[c:5]([Cl:15])[c:6]2[cH:7][cH:8][cH:9][n:10][c:11]2[c:12]([NH2:14])[n:13]1.